This data is from the Open Reaction Database (ORD), a public repository of structured organic reaction records. The task is: describe an organic reaction: reactants, conditions, products, and yield The reactants are O=C([O-])O, O=S(=O)(O)Cl, Nc1ccccn1, [Na+], O, O=S(Cl)Cl. The product is Nc1ccc(S(=O)(=O)Cl)cn1. RXN SMILES: [C:17](=[O:18])([OH:19])[O-:20].[Cl:1][S:2](=[O:3])(=[O:4])[OH:5].[NH2:6][c:7]1[n:8][cH:9][cH:10][cH:11][cH:12]1.[Na+:21].[OH2:22].[S:13]([Cl:14])([Cl:15])=[O:16]>>[Cl:1][S:2](=[O:3])(=[O:5])[c:10]1[cH:9][n:8][c:7]([NH2:6])[cH:12][cH:11]1. Starting materials: BrC=1C=CC(=C(C1)C(C)=O)F (1-(5-bromo-2-fluoro-phenyl)-ethanone), [C-]#N.[K+] (potassium cyanide), C([O-])([O-])=O.[NH4+].[NH4+] (ammonium carbonate), C(C)O (ethanol). The product is BrC=1C=CC(=C(C1)C1(C(NC(N1)=O)=O)C)F ((RS)-5-(5-Bromo-2-fluoro-phenyl)-5-methyl-imidazolidine-2,4-dione). As a reaction SMILES: [Br:1][C:2]1[CH:3]=[CH:4][C:5]([F:11])=[C:6]([C:8](=O)[CH3:9])[CH:7]=1.[C-]#N.[K+].[C:15](=[O:18])([O-])[O-].[NH4+:19].[NH4+:20].[CH2:21]([OH:23])C>>[Br:1][C:2]1[CH:3]=[CH:4][C:5]([F:11])=[C:6]([C:8]2([CH3:9])[NH:20][C:21](=[O:23])[NH:19][C:15]2=[O:18])[CH:7]=1 |f:1.2,3.4.5|. Reported procedure: The reaction of 1-(5-bromo-2-fluoro-phenyl)-ethanone with potassium cyanide and ammonium carbonate in ethanol in an autoclave at 120° C. for 16 h yielded the title compound as light yellow solid. Mass (calculated) C10H8BrFN2O2 [287.087]; (found) [M−H]−=285 and [M+2−H]−=287.